From a dataset of the Open Reaction Database (ORD), a public repository of structured organic reaction records. describe an organic reaction: reactants, conditions, products, and yield Reactants: COC1=CC=C(COC2=CNC=CC2=O)C=C1 (3-[(4-methoxybenzyl)oxyJpyridin-4(1H)-one), BrC1=NC(=CC=C1)Br (2,6-dibromopyridine). Run in CS(=O)C (DMSO). Yields the product BrC1=CC=CC(=N1)N1C=C(C(C=C1)=O)OCC1=CC=C(C=C1)OC (6′-bromo-3-[(4-methoxybenzyl)oxy]-4H-1,2′-bipyridin-4-one). Reaction SMILES: [CH3:1][O:2][C:3]1[CH:17]=[CH:16][C:6]([CH2:7][O:8][C:9]2[C:14](=[O:15])[CH:13]=[CH:12][NH:11][CH:10]=2)=[CH:5][CH:4]=1.[Br:18][C:19]1[CH:24]=[CH:23][CH:22]=[C:21](Br)[N:20]=1>CS(C)=O>[Br:18][C:19]1[N:20]=[C:21]([N:11]2[CH:12]=[CH:13][C:14](=[O:15])[C:9]([O:8][CH2:7][C:6]3[CH:5]=[CH:4][C:3]([O:2][CH3:1])=[CH:17][CH:16]=3)=[CH:10]2)[CH:22]=[CH:23][CH:24]=1. Procedure details: A mixture of 3-[(4-methoxybenzyl)oxyJpyridin-4(1H)-one (2.31 g, 10 mmol), 2,6-dibromopyridine (4.74 g, 20 mmol), and K2C03 (3.45 g, 25 mmol) in DMSO was heated at 120° C. overnight. After cooling to it, the solid was removed by filtration and the DMSO solution was purified by flash chromatography to give 6′-bromo-3-[(4-methoxybenzyl)oxy]-4H-1,2′-bipyridin-4-one. ′H NMR (600 MHz, DMSO): δ 8.42 (dd, J−7.7, 2.4 Hz, 1H); 8.22 (d, J=2.4 Hz, 1H); 8.03-7.96 (m, 1H); 7.96-7.89 (m, 1H); 7.71 (t, J−7.7 Hz... Yields the product CCCCc1nc(Cl)c(CC=CO)n1Cc1ccc(NC(=O)c2ccccc2C(=O)O)cc1. Reaction SMILES: [Cl:34][CH:35]([Cl:36])[Cl:37].[NH2:1][c:2]1[cH:3][cH:4][c:5]([CH2:6][n:7]2[c:8]([CH2:17][CH2:18][CH2:19][CH3:20])[n:9][c:10]([Cl:16])[c:11]2[CH2:12][CH:13]=[CH:14][OH:15])[cH:21][cH:22]1.[O:23]=[C:24]1[O:25][C:26](=[O:27])[c:28]2[cH:29][cH:30][cH:31][cH:32][c:33]21>>[NH:1]([c:2]1[cH:3][cH:4][c:5]([CH2:6][n:7]2[c:8]([CH2:17][CH2:18][CH2:19][CH3:20])[n:9][c:10]([Cl:16])[c:11]2[CH2:12][CH:13]=[CH:14][OH:15])[cH:21][cH:22]1)[C:26](=[O:27])[c:28]1[cH:29][cH:30][cH:31][cH:32][c:33]1[C:24](=[O:23])[OH:25]. The reactants are ClC(Cl)Cl, CCCCc1nc(Cl)c(CC=CO)n1Cc1ccc(N)cc1, O=C1OC(=O)c2ccccc21. The reactants are CC(C)(C1=NC(C(C)(C)C)CO1)C1=NC(C(C)(C)C)CO1, C1CCCCC1, C=C(F)Cl, [Cu+2], O=S(=O)([O-])C(F)(F)F, O=S(=O)([O-])C(F)(F)F, CCOC(=O)C=[N+]=[N-]. The product is CCOC(=O)C1CC1(F)Cl. As a reaction SMILES: [C:1]([C:2]1=[N:10][CH:5]([C:6]([CH3:7])([CH3:8])[CH3:9])[CH2:4][O:3]1)([C:11]1=[N:19][CH:14]([C:15]([CH3:16])([CH3:17])[CH3:18])[CH2:13][O:12]1)([CH3:20])[CH3:21].[CH2:34]1[CH2:35][CH2:36][CH2:37][CH2:38][CH2:39]1.[Cl:22][C:23](=[CH2:24])[F:25].[Cu+2:48].[F:40][C:41]([F:42])([F:43])[S:44]([O-:45])(=[O:46])=[O:47].[F:49][C:50]([F:51])([F:52])[S:53]([O-:54])(=[O:55])=[O:56].[N+:26](=[N-:27])=[CH:28][C:29](=[O:30])[O:31][CH2:32][CH3:33]>>[Cl:22][C:23]1([F:25])[CH2:24][CH:28]1[C:29](=[O:30])[O:31][CH2:32][CH3:33]. The reactants are CC#N (MeCN), C(C1=CC=CC=C1)N1C2=C(C(C=C1)=O)C(=C(O2)I)C2=CC=CC=C2 (7-benzyl-2-iodo-3-phenylfuro[2,3-b]pyridin-4(7H)-one), C(=O)(O)C=1C=C(C=CC1)B(O)O (3-carboxyphenylboronic acid), C([O-])([O-])=O.[Na+].[Na+] (sodium carbonate). Reported procedure: To a mixture of iodide 4f (2.94 g, 6.89 mmol, 1.0 equiv), 3-carboxyphenylboronic acid (1.26 g, 7.57 mmol, 1.1 equiv), tetrakis(triphenylphosphine)palladium (0.796 g, 0.689 mmol, 0.1 equiv), and sodium carbonate (2.92 g, 27.6 mmol, 4.0 equiv), was added MeCN (30 mL) and H2O (30 mL). The slurry was heated at 85° C. for 8 h. After cooling to rt, EtOAc (ca. 100 mL) and H2O (ca. 50 mL) were added. The aqueous layer was separated, filtered, and acidified with 1N HCl. The resulting white precipitate wa... Reagents/catalysts: C=1C=CC(=CC1)[P](C=2C=CC=CC2)(C=3C=CC=CC3)[Pd]([P](C=4C=CC=CC4)(C=5C=CC=CC5)C=6C=CC=CC6)([P](C=7C=CC=CC7)(C=8C=CC=CC8)C=9C=CC=CC9)[P](C=1C=CC=CC1)(C=1C=CC=CC1)C=1C=CC=CC1 (tetrakis(triphenylphosphine)palladium). RXN SMILES: [CH2:1]([N:8]1[CH:13]=[CH:12][C:11](=[O:14])[C:10]2[C:15]([C:19]3[CH:24]=[CH:23][CH:22]=[CH:21][CH:20]=3)=[C:16](I)[O:17][C:9]1=2)[C:2]1[CH:7]=[CH:6][CH:5]=[CH:4][CH:3]=1.[C:25]([C:28]1[CH:29]=[C:30](B(O)O)[CH:31]=[CH:32][CH:33]=1)([OH:27])=[O:26].C(=O)([O-])[O-].[Na+].[Na+].CC#N>C1C=CC([P]([Pd]([P](C2C=CC=CC=2)(C2C=CC=CC=2)C2C=CC=CC=2)([P](C2C=CC=CC=2)(C2C=CC=CC=2)C2C=CC=CC=2)[P](C2C=CC=CC=2)(C2C=CC=CC=2)C2C=CC=CC=2)(C2C=CC=CC=2)C2C=CC=CC=2)=CC=1.O.CCOC(C)=O>[CH2:1]([N:8]1[CH:13]=[CH:12][C:11](=[O:14])[C:10]2[C:15]([C:19]3[CH:24]=[CH:23][CH:22]=[CH:21][CH:20]=3)=[C:16]([C:32]3[CH:33]=[C:28]([CH:29]=[CH:30][CH:31]=3)[C:25]([OH:27])=[O:26])[O:17][C:9]1=2)[C:2]1[CH:7]=[CH:6][CH:5]=[CH:4][CH:3]=1 |f:2.3.4,^1:49,51,70,89|. Run in O (H2O), O (H2O), CCOC(=O)C (EtOAc). Reaction conditions: temperature 85 celsius. The product is C(C1=CC=CC=C1)N1C2=C(C(C=C1)=O)C(=C(O2)C=2C=C(C(=O)O)C=CC2)C2=CC=CC=C2 (3-(7-benzyl-4-oxo-3-phenyl-4,7-dihydrofuro[2,3-b]pyridin-2-yl)benzoic acid). The reactants are CS(=O)(=O)c1ccc2c(c1)NC1=C(CSC1)C(=O)N2, COc1ccc(N)c(N)c1. Product: O=C1Nc2ccccc2NC2=C1CSC2. As a reaction SMILES: [CH3:11][S:12](=[O:13])(=[O:14])[c:15]1[cH:16][c:17]2[c:18]([cH:28][cH:29]1)[NH:19][C:20](=[O:27])[C:21]1=[C:22]([NH:23]2)[CH2:24][S:25][CH2:26]1.[CH3:1][O:2][c:3]1[cH:4][cH:5][c:6]([NH2:7])[c:8]([NH2:9])[cH:10]1>>[cH:15]1[cH:16][c:17]2[c:18]([cH:28][cH:29]1)[NH:19][C:20](=[O:27])[C:21]1=[C:22]([NH:23]2)[CH2:24][S:25][CH2:26]1.